Task: describe an organic reaction: reactants, conditions, products, and yield. Dataset: the Open Reaction Database (ORD), a public repository of structured organic reaction records Reactants: Br, CC#N, COC(=O)c1ccc(CO)c(O)c1, c1ccc(P(c2ccccc2)c2ccccc2)cc1. Yields the product [Br-], COC(=O)c1ccc(C[P+](c2ccccc2)(c2ccccc2)c2ccccc2)c(O)c1. Reaction SMILES: [BrH:1].[CH3:34][C:35]#[N:36].[OH:21][c:22]1[cH:23][c:24]([C:25](=[O:26])[O:27][CH3:28])[cH:29][cH:30][c:31]1[CH2:32][OH:33].[c:2]1([P:8]([c:9]2[cH:10][cH:11][cH:12][cH:13][cH:14]2)[c:15]2[cH:16][cH:17][cH:18][cH:19][cH:20]2)[cH:3][cH:4][cH:5][cH:6][cH:7]1>>[Br-:1].[c:2]1([P+:8]([c:9]2[cH:10][cH:11][cH:12][cH:13][cH:14]2)([c:15]2[cH:16][cH:17][cH:18][cH:19][cH:20]2)[CH2:32][c:31]2[c:22]([OH:21])[cH:23][c:24]([C:25](=[O:26])[O:27][CH3:28])[cH:29][cH:30]2)[cH:3][cH:4][cH:5][cH:6][cH:7]1. Reactants: OC1=CC=NN1C1=NC=CC(=C1)C#N (2-(5-hydroxy-1H-pyrazol-1-yl)pyridine-4-carbonitrile), FC1=C(C=C(C=C1)CO)OCC1=CC=C(C=C1)F ([4-fluoro-3-[(4-fluorophenyl)methoxy]phenyl]methanol). Product: FC1=C(C=C(C=C1)COC1=CC=NN1C1=NC=CC(=C1)C#N)OCC1=CC=C(C=C1)F (2-[5-[[4-fluoro-3-[(4-fluorophenyl)methoxy]phenyl]methoxy]pyrazol-1-yl]pyridine-4-carbonitrile). Reaction SMILES: [OH:1][C:2]1[N:6]([C:7]2[CH:12]=[C:11]([C:13]#[N:14])[CH:10]=[CH:9][N:8]=2)[N:5]=[CH:4][CH:3]=1.[F:15][C:16]1[CH:21]=[CH:20][C:19]([CH2:22]O)=[CH:18][C:17]=1[O:24][CH2:25][C:26]1[CH:31]=[CH:30][C:29]([F:32])=[CH:28][CH:27]=1>>[F:15][C:16]1[CH:21]=[CH:20][C:19]([CH2:22][O:1][C:2]2[N:6]([C:7]3[CH:12]=[C:11]([C:13]#[N:14])[CH:10]=[CH:9][N:8]=3)[N:5]=[CH:4][CH:3]=2)=[CH:18][C:17]=1[O:24][CH2:25][C:26]1[CH:27]=[CH:28][C:29]([F:32])=[CH:30][CH:31]=1. Procedure: The title compound was prepared from 2-(5-hydroxy-1H-pyrazol-1-yl)pyridine-4-carbonitrile and [4-fluoro-3-[(4-fluorophenyl)methoxy]phenyl]methanol according to the procedure for the preparation of Example 39, part C. 1H NMR (400 MHz, CDCl3): δ 5.09 (2H, s), 5.16 (2H, s), 5.69 (1H, s), 6.98-7.13 (5H, m), 7.37-7.40 (3H, m), 7.56 (1H, s), 8.03 (1H, s), 8.67 (1H, d, J=4.8 Hz). [M+H] Calc'd for C23H16F2N4O2, 419. Found, 419. The reactants are C12(CC3CC(CC(C1)C3)C2)CNC(=O)C2=CC(=NC=C2Cl)C#CCN(C(OC(C)(C)C)=O)CCCOC2OCCCC2 (tert-butyl 3-(4-{[(1-adamantylmethyl)amino]carbonyl}-5-chloropyridin-2-yl)prop-2-ynyl[3-(tetrahydro-2H-pyran-2-yloxy)propyl]carbamate), [H][H] (hydrogen). The reagents and catalysts are [Rh] (rhodium on carbon). The product is C12(CC3CC(CC(C1)C3)C2)CNC(=O)C2=CC(=NC=C2Cl)CCCN(C(OC(C)(C)C)=O)CCCOC2OCCCC2 (tert-Butyl 3-(4-{[(1-adamantylmethyl)amino]carbonyl}-5-chloropyridin-2-yl)propyl[3-(tetrahydro-2H-pyran-2-yloxy)propyl]carbamate). The yield is 68.1%. Reaction SMILES: [C:1]12([CH2:11][NH:12][C:13]([C:15]3[C:20]([Cl:21])=[CH:19][N:18]=[C:17]([C:22]#[C:23][CH2:24][N:25]([CH2:33][CH2:34][CH2:35][O:36][CH:37]4[CH2:42][CH2:41][CH2:40][CH2:39][O:38]4)[C:26](=[O:32])[O:27][C:28]([CH3:31])([CH3:30])[CH3:29])[CH:16]=3)=[O:14])[CH2:10][CH:5]3[CH2:6][CH:7]([CH2:9][CH:3]([CH2:4]3)[CH2:2]1)[CH2:8]2.[H][H]>[Rh]>[C:1]12([CH2:11][NH:12][C:13]([C:15]3[C:20]([Cl:21])=[CH:19][N:18]=[C:17]([CH2:22][CH2:23][CH2:24][N:25]([CH2:33][CH2:34][CH2:35][O:36][CH:37]4[CH2:42][CH2:41][CH2:40][CH2:39][O:38]4)[C:26](=[O:32])[O:27][C:28]([CH3:31])([CH3:30])[CH3:29])[CH:16]=3)=[O:14])[CH2:2][CH:3]3[CH2:4][CH:5]([CH2:6][CH:7]([CH2:9]3)[CH2:8]1)[CH2:10]2. Reported procedure: A stirred suspension of tert-butyl 3-(4-{[(1-adamantylmethyl)amino]carbonyl}-5-chloropyridin-2-yl)prop-2-ynyl[3-(tetrahydro-2H-pyran-2-yloxy)propyl]carbamate (Example 2(iii)) (0.35 g) and 5% rhodium on carbon (0.020 g) was stirred under a positive pressure (2 barr) of hydrogen until no further uptake was observed. The mixture was filtered and concentrated. The residue was purified by chromatography on silica gel eluting with dichloromethane:acetone (19:1 to 9:1) to afford the sub-titled compound... The reactants are C[Mg]Br (effective_coupling_partner), COc2ccc(c1ccccc1)cc2 (substrate). Reagents/catalysts: PCy3. Conditions: temperature 110 celsius, time 20 minute. Yields the product Cc2ccc(c1ccccc1)cc2. The reactants are COCNC(=O)C=1C=NN(C1)C1=CC=C(C=C1)OCCCN1[C@@H](CCC1)C (1-(4-{3-[(2R)-2-methylpyrrolidin-1-yl]propoxy}phenyl)-1H-pyrazole-4-carboxylic acid methoxymethylamide), FC1=CC=C(C=C1)[Mg]Br (4-fluorophenylmagnesium bromide). The solvent is [Cl-].[NH4+] (ammonium chloride), O1CCCC1 (tetrahydrofuran), O1CCCC1 (tetrahydrofuran). Conditions: time 2 hour. The product is FC1=CC=C(C=C1)C(=O)C=1C=NN(C1)C1=CC=C(C=C1)OCCCN1[C@@H](CCC1)C ((4-fluorophenyl)[1-(4-{3-[(2R)-2-methylpyrrolidin-1-yl]propoxy}phenyl)-1H-pyrazol-4-yl]methanone). As a reaction SMILES: COCN[C:5]([C:7]1[CH:8]=[N:9][N:10]([C:12]2[CH:17]=[CH:16][C:15]([O:18][CH2:19][CH2:20][CH2:21][N:22]3[CH2:26][CH2:25][CH2:24][C@H:23]3[CH3:27])=[CH:14][CH:13]=2)[CH:11]=1)=[O:6].[F:28][C:29]1[CH:34]=[CH:33][C:32]([Mg]Br)=[CH:31][CH:30]=1>O1CCCC1.[Cl-].[NH4+]>[F:28][C:29]1[CH:34]=[CH:33][C:32]([C:5]([C:7]2[CH:8]=[N:9][N:10]([C:12]3[CH:13]=[CH:14][C:15]([O:18][CH2:19][CH2:20][CH2:21][N:22]4[CH2:26][CH2:25][CH2:24][C@H:23]4[CH3:27])=[CH:16][CH:17]=3)[CH:11]=2)=[O:6])=[CH:31][CH:30]=1 |f:3.4|. Reported procedure: To a solution of 1-(4-{3-[(2R)-2-methylpyrrolidin-1-yl]propoxy}phenyl)-1H-pyrazole-4-carboxylic acid methoxymethylamide obtained in Example 23-(1) (0.25 g) in tetrahydrofuran (3 mL), a solution of 4-fluorophenylmagnesium bromide in tetrahydrofuran (1.0 M, 4.0 mL) was added dropwise in an ice bath and stirred at room temperature for 2 hours. The reaction mixture was diluted with saturated aqueous ammonium chloride and extracted with chloroform. The organic layer was dried over sodium sulfate and ... Reactants: O (water), C1(=CC=C(C=C1)S(=O)(=O)[O-])C.[NH+]1=CC=CC=C1 (pyridinium p-toluenesulfonate), (6Z,10E)-2,6,10-trimethyl-12-[(tetrahydro-H-pyran-2-yl)oxy]-1,6,10-dodecatrien-3-ol, O1CCCC1 (tetrahydrofuran), O (water), CCOCC (ether), C([O-])(O)=O.[Na+] (sodium bicarbonate). Product: CC(=C)C(CC\C(=C\CC\C(=C/CO)\C)\C)O ((6E,10Z)-2,6,10-trimethyl-1,6,10-dodecatriene-3,12-diol). RXN SMILES: O.[C:2]1([CH3:12])[CH:7]=[CH:6][C:5](S([O-])(=O)=O)=[CH:4][CH:3]=1.[NH+]1[CH:18]=[CH:17][CH:16]=CC=1.[CH3:19][CH2:20][O:21]CC.C(=O)(O)[O-].[Na+].[O:29]1[CH2:33][CH2:32][CH2:31]C1>>[CH3:18][C:17]([CH:33]([OH:29])[CH2:32][CH2:31]/[C:4](/[CH3:3])=[CH:5]/[CH2:6][CH2:7]/[C:2](/[CH3:12])=[CH:19]\[CH2:20][OH:21])=[CH2:16] |f:1.2,4.5|. Procedure: A solution of 0.5 g (0.0016 mol) of (6Z,10E)-2,6,10-trimethyl-12-[(tetrahydro-H-pyran-2-yl)oxy]-1,6,10-dodecatrien-3-ol dissolved in 14.5 ml of tetrahydrofuran and 3.7 ml of water is treated with 167.2 mg (0.4 mol equivalents) of pyridinium p-toluenesulfonate. The solution is boiled at reflux for 17 hours. After cooling 100 ml of water and 300 ml of ether are added. The organic phase is neutralized with sodium bicarbonate solution. After drying and removing the solvent the residue is chromatogra... The reactants are [Al+3], COc1ccc2c(Nc3c(Cl)cncc3Cl)c(CCOCc3ccccc3)c(=O)oc2c1OC1CCCC1, CN(C)c1ccccc1, [Cl-], [Cl-], [Cl-], ClCCl. Product: COc1ccc2c(Nc3c(Cl)cncc3Cl)c(CCO)c(=O)oc2c1OC1CCCC1. RXN SMILES: [Al+3:13].[CH2:14]([c:15]1[cH:16][cH:17][cH:18][cH:19][cH:20]1)[O:21][CH2:22][CH2:23][c:24]1[c:25](=[O:51])[o:26][c:27]2[c:28]([O:45][CH:46]3[CH2:47][CH2:48][CH2:49][CH2:50]3)[c:29]([O:43][CH3:44])[cH:30][cH:31][c:32]2[c:33]1[NH:34][c:35]1[c:36]([Cl:42])[cH:37][n:38][cH:39][c:40]1[Cl:41].[CH3:1][N:2]([c:3]1[cH:4][cH:5][cH:6][cH:7][cH:8]1)[CH3:9].[Cl-:10].[Cl-:11].[Cl-:12].[Cl:52][CH2:53][Cl:54]>>[OH:21][CH2:22][CH2:23][c:24]1[c:25](=[O:51])[o:26][c:27]2[c:28]([O:45][CH:46]3[CH2:47][CH2:48][CH2:49][CH2:50]3)[c:29]([O:43][CH3:44])[cH:30][cH:31][c:32]2[c:33]1[NH:34][c:35]1[c:36]([Cl:42])[cH:37][n:38][cH:39][c:40]1[Cl:41]. Reactants: FC=1C=C(C=CC1OC)N1C(CC2=CC=CC=C12)=O (1-(3-fluoro-4-methoxyphenyl)-(1H,3H)-indolone), CN1C(CCC1)=O (1-methyl-2-pyrrolidone). Solvent: C(C)(=O)OCC (ethyl acetate). The product is FC=1C=C(C=CC1OC)N1C(C(C2=CC=CC=C12)=C1N(CCC1)C)=O (1-(3-Fluoro-4-methoxyphenyl)-3-(1-methyl-2-pyrrolidinylidene)-2(1H,3H)-indolone). As a reaction SMILES: [F:1][C:2]1[CH:3]=[C:4]([N:10]2[C:18]3[C:13](=[CH:14][CH:15]=[CH:16][CH:17]=3)[CH2:12][C:11]2=[O:19])[CH:5]=[CH:6][C:7]=1[O:8][CH3:9].[CH3:20][N:21]1[CH2:25][CH2:24][CH2:23][C:22]1=O>C(OCC)(=O)C>[F:1][C:2]1[CH:3]=[C:4]([N:10]2[C:18]3[C:13](=[CH:14][CH:15]=[CH:16][CH:17]=3)[C:12](=[C:22]3[CH2:23][CH2:24][CH2:25][N:21]3[CH3:20])[C:11]2=[O:19])[CH:5]=[CH:6][C:7]=1[O:8][CH3:9]. Procedure details: By the procedure of Example B5, except to use ethyl acetate as eluant, 1-(3-fluoro-4-methoxyphenyl)-(1H,3H)-indolone (2.0 g, 7.8 mmoles) and 1-methyl-2-pyrrolidone (1.5 ml, 15.6 mmole) were converted to title product, 0.32 g, m.p. 68°-71°.